describe an organic reaction: reactants, conditions, products, and yield From a dataset of the Open Reaction Database (ORD), a public repository of structured organic reaction records. Reactants: N#CCBr, Cc1ccccc1, CS(=O)(=O)c1ccc(-c2n[nH]c(C(F)(F)F)c2-c2ccc(F)cc2)cc1. Yields the product CS(=O)(=O)c1ccc(-c2nn(CC#N)c(C(F)(F)F)c2-c2ccc(F)cc2)cc1. Reaction SMILES: [Br:27][CH2:28][C:29]#[N:30].[CH3:31][c:32]1[cH:33][cH:34][cH:35][cH:36][cH:37]1.[F:1][c:2]1[cH:3][cH:4][c:5](-[c:8]2[c:9](-[c:17]3[cH:18][cH:19][c:20]([S:23](=[O:24])(=[O:25])[CH3:26])[cH:21][cH:22]3)[n:10][nH:11][c:12]2[C:13]([F:14])([F:15])[F:16])[cH:6][cH:7]1>>[F:1][c:2]1[cH:3][cH:4][c:5](-[c:8]2[c:9](-[c:17]3[cH:18][cH:19][c:20]([S:23](=[O:24])(=[O:25])[CH3:26])[cH:21][cH:22]3)[n:10][n:11]([CH2:28][C:29]#[N:30])[c:12]2[C:13]([F:14])([F:15])[F:16])[cH:6][cH:7]1. Reactants: Cc1nnc(N2CCC(N)CC2)o1, CCN(C(C)C)C(C)C, CC(C)(O)c1cc(-c2ccc(C(F)(F)F)cc2)nc(Cl)n1, C1COCCO1, O. Yields the product Cc1nnc(N2CCC(Nc3nc(-c4ccc(C(F)(F)F)cc4)cc(C(C)(C)O)n3)CC2)o1. Reaction SMILES: [CH3:1][c:2]1[n:3][n:4][c:5]([N:7]2[CH2:8][CH2:9][CH:10]([NH2:13])[CH2:11][CH2:12]2)[o:6]1.[CH:35]([N:36]([CH2:37][CH3:38])[CH:39]([CH3:40])[CH3:41])([CH3:42])[CH3:43].[Cl:14][c:15]1[n:16][c:17](-[c:25]2[cH:26][cH:27][c:28]([C:31]([F:32])([F:33])[F:34])[cH:29][cH:30]2)[cH:18][c:19]([C:21]([CH3:22])([CH3:23])[OH:24])[n:20]1.[O:44]1[CH2:45][CH2:46][O:47][CH2:48][CH2:49]1.[OH2:50]>>[CH3:1][c:2]1[n:3][n:4][c:5]([N:7]2[CH2:8][CH2:9][CH:10]([NH:13][c:15]3[n:16][c:17](-[c:25]4[cH:26][cH:27][c:28]([C:31]([F:32])([F:33])[F:34])[cH:29][cH:30]4)[cH:18][c:19]([C:21]([CH3:22])([CH3:23])[OH:24])[n:20]3)[CH2:11][CH2:12]2)[o:6]1. The reactants are COc1ccc(Nc2ncc(C(O)c3ccc(S(C)(=O)=O)cc3)cc2-c2nc(C)nc3c2ncn3C2CCCCO2)cn1, CO, ClCCl, Cl. Product: COc1ccc(Nc2ncc(C(O)c3ccc(S(C)(=O)=O)cc3)cc2-c2nc(C)nc3[nH]cnc23)cn1. RXN SMILES: [CH3:1][O:2][c:3]1[cH:4][cH:5][c:6]([NH:9][c:10]2[c:11](-[c:28]3[c:29]4[n:30][cH:31][n:32]([CH:38]5[CH2:39][CH2:40][CH2:41][CH2:42][O:43]5)[c:33]4[n:34][c:35]([CH3:37])[n:36]3)[cH:12][c:13]([CH:16]([OH:17])[c:18]3[cH:19][cH:20][c:21]([S:24](=[O:25])(=[O:26])[CH3:27])[cH:22][cH:23]3)[cH:14][n:15]2)[cH:7][n:8]1.[CH3:45][OH:46].[Cl:47][CH2:48][Cl:49].[ClH:44]>>[CH3:1][O:2][c:3]1[cH:4][cH:5][c:6]([NH:9][c:10]2[c:11](-[c:28]3[c:29]4[n:30][cH:31][nH:32][c:33]4[n:34][c:35]([CH3:37])[n:36]3)[cH:12][c:13]([CH:16]([OH:17])[c:18]3[cH:19][cH:20][c:21]([S:24](=[O:25])(=[O:26])[CH3:27])[cH:22][cH:23]3)[cH:14][n:15]2)[cH:7][n:8]1. Reactants: C(C)OP(OCC)(=O)C(C1=CC=C(C=C1)Cl)Cl (α-chloro-(4-chlorobenzyl)-phosphonic acid diethyl ester), C[O-].[Na+] (sodium methylate), O (water), CC1([C@H]([C@@H]1C=O)C(C)=O)C (trans-3,3-dimethyl-2-acetyl-cyclopropanecarbaldehyde). Run in O1CCCC1 (tetrahydrofuran), CO (methanol), O1CCCC1 (tetrahydrofuran). Conditions: time 1 hour. The product is CC1([C@H]([C@@H]1C(C)=O)C=C(C1=CC=C(C=C1)Cl)Cl)C (trans-3,3-dimethyl-2-(2-chloro-2-(4-chlorophenyl)-vinyl)-1-acetyl-cyclopropane). The yield is 87.0%. As a reaction SMILES: C(OP([CH:9]([Cl:17])[C:10]1[CH:15]=[CH:14][C:13]([Cl:16])=[CH:12][CH:11]=1)(=O)OCC)C.C[O-].[Na+].[CH3:21][C:22]1([CH3:30])[C@@H:24]([CH:25]=O)[C@@H:23]1[C:27](=[O:29])[CH3:28].O>O1CCCC1.CO>[CH3:21][C:22]1([CH3:30])[C@@H:23]([C:27](=[O:29])[CH3:28])[C@@H:24]1[CH:25]=[C:9]([Cl:17])[C:10]1[CH:11]=[CH:12][C:13]([Cl:16])=[CH:14][CH:15]=1 |f:1.2|. Procedure: A solution of 23.7 g (0.08 mol) of α-chloro-(4-chlorobenzyl)-phosphonic acid diethyl ester in 40 ml of tetrahydrofuran was added dropwise to a solution of 17.8 g (0.084 mol) of sodium methylate in methanol and 160 ml of tetrahydrofuran at 0°-10° C. and the mixture was subsequently stirred at 0°-10° C. for 1 hour. 11.2 g (0.08 mol) of trans-3,3-dimethyl-2-acetyl-cyclopropanecarbaldehyde were then added at 10° C. and the reaction mixture was subsequently stirred for 2 hours, without further coolin... Reactants: C(#N)C1=C(C(=C2C=CC=CN2C1=O)C(=O)OCC)SC (3-cyano-1-ethoxycarbonyl- 2-methylthio-4H-quinolizin-4-one), N1CCCCC1 (piperidine). Run in C(C)#N (acetonitrile). The product is C(#N)C1=C(C(=C2C=CC=CN2C1=O)C(=O)OCC)N1CCCCC1 (3-cyano-1-ethoxycarbonyl-2-piperidino-4H-quinolizin-4-one). Reaction SMILES: [C:1]([C:3]1[C:12](=[O:13])[N:11]2[C:6]([CH:7]=[CH:8][CH:9]=[CH:10]2)=[C:5]([C:14]([O:16][CH2:17][CH3:18])=[O:15])[C:4]=1SC)#[N:2].[NH:21]1[CH2:26][CH2:25][CH2:24][CH2:23][CH2:22]1>C(#N)C>[C:1]([C:3]1[C:12](=[O:13])[N:11]2[C:6]([CH:7]=[CH:8][CH:9]=[CH:10]2)=[C:5]([C:14]([O:16][CH2:17][CH3:18])=[O:15])[C:4]=1[N:21]1[CH2:26][CH2:25][CH2:24][CH2:23][CH2:22]1)#[N:2]. Procedure: A mixture of 1.44 g of 3-cyano-1-ethoxycarbonyl- 2-methylthio-4H-quinolizin-4-one and 5.0 ml of piperidine in 10 ml of acetonitrile was heated under reflux for 10 hours. The reaction mixture was concentrated under reduced pressure and the residue was chromatographed on a silica gel column using a mixed solvent of ethyl acetate and n-hexane (2:1) as an eluent to obtain 0.95 g of 3-cyano-1-ethoxycarbonyl-2-piperidino-4H-quinolizin-4-one. Starting materials: ClC=1C=C(C=C(C1)Cl)[C@@H]1N(CC[C@@H](C1)C1=CC(NO1)=O)C(=O)OC ((2R,4S)-Methyl 2-(3,5-dichlorophenyl)-4-(3-oxo-2,3-dihydroisoxazol-5-yl)piperidine-1-carboxylate), Br (hydrogen bromide). Conditions: time 8 hour. Yields the product ClC=1C=C(C=C(C1)Cl)[C@@H]1NCC[C@@H](C1)C1=CC(NO1)=O (5-((2R,4S)-2-(3,5-dichlorophenyl)piperidin-4-yl)isoxazol-3(2H)-one). Yield: 72.1%. Reaction SMILES: [Cl:1][C:2]1[CH:3]=[C:4]([C@H:9]2[CH2:14][C@@H:13]([C:15]3[O:19][NH:18][C:17](=[O:20])[CH:16]=3)[CH2:12][CH2:11][N:10]2C(OC)=O)[CH:5]=[C:6]([Cl:8])[CH:7]=1.Br>>[Cl:8][C:6]1[CH:5]=[C:4]([C@H:9]2[CH2:14][C@@H:13]([C:15]3[O:19][NH:18][C:17](=[O:20])[CH:16]=3)[CH2:12][CH2:11][NH:10]2)[CH:3]=[C:2]([Cl:1])[CH:7]=1. Reported procedure: (2R,4S)-Methyl 2-(3,5-dichlorophenyl)-4-(3-oxo-2,3-dihydroisoxazol-5-yl)piperidine-1-carboxylate (1 g, 2.69 mmol) was dissolved in hydrogen bromide (33% in AcOH, 4.67 mL, 80.82 mmol). Stirred overnight and evaporated and the residue purified by preparative HPLC (Instrument: FractionLynx II, Mobilphase: gradient 5-95% MeCN in 0.2% NH3, pH 10, Column: Xbridge Prep C18 5 μm OBD 19*150 mm) to yield 5-((2R,4S)-2-(3,5-dichlorophenyl)piperidin-4-yl)isoxazol-3(2H)-one (607 mg, 72%). 1H NMR (600 MHz, dms... Reactants: C(C)N(CCN)CC (2-diethylaminoethylamine), CC1CC(C(CC1)=O)CC(=O)C1=CC=CC=C1 (4-methyl-2-phenacyl-cyclohexanone), O (Water), Cl (hydrochloric acid), Cl (hydrogen chloride). Run in C(C)(=O)O (acetic acid), CCOCC (ether). Product: methanol-ether, Cl.C(C)N(CCN1C(=CC=2CC(CCC12)C)C1=CC=CC=C1)CC (1-(2-diethylaminoethyl)-2-phenyl-5-methyl-4,5,6,7-tetrahydroindole hydrochloride). RXN SMILES: [CH2:1]([N:3]([CH2:7][CH3:8])[CH2:4][CH2:5][NH2:6])[CH3:2].[CH3:9][CH:10]1[CH2:15][CH2:14][C:13](=O)[CH:12]([CH2:17][C:18]([C:20]2[CH:25]=[CH:24][CH:23]=[CH:22][CH:21]=2)=O)[CH2:11]1.O.[ClH:27]>C(O)(=O)C.CCOCC>[ClH:27].[CH2:1]([N:3]([CH2:7][CH3:8])[CH2:4][CH2:5][N:6]1[C:13]2[CH2:14][CH2:15][CH:10]([CH3:9])[CH2:11][C:12]=2[CH:17]=[C:18]1[C:20]1[CH:25]=[CH:24][CH:23]=[CH:22][CH:21]=1)[CH3:2] |f:6.7|. Procedure details: A solution of 5.94 g (0.05 mole) of 2-diethylaminoethylamine and 11.52 g (0.05 mole) of 4-methyl-2-phenacyl-cyclohexanone in glacial acetic acid is refluxed under nitrogen for 8 hours. Water is added to the mixture, and the mixture is acidified with dilute hydrochloric acid and washed with ether. The aqueous solution is basified with 10% sodium carbonate and extracted with ether to give a light brown oil. The oil is dissolved in ether and ethereal hydrogen chloride is added to give a granular of...